Dataset: the Open Reaction Database (ORD), a public repository of structured organic reaction records. Task: describe an organic reaction: reactants, conditions, products, and yield Reactants: Clc1cc(-c2ccccc2)c2ccccc2n1, O=C(NCC(F)(F)F)C1(CCCCN2CCNCC2)c2ccccc2-c2ccccc21. Product: O=C(NCC(F)(F)F)C1(CCCCN2CCN(c3cc(-c4ccccc4)c4ccccc4n3)CC2)c2ccccc2-c2ccccc21. As a reaction SMILES: [Cl:32][c:33]1[n:34][c:35]2[cH:36][cH:37][cH:38][cH:39][c:40]2[c:41](-[c:43]2[cH:44][cH:45][cH:46][cH:47][cH:48]2)[cH:42]1.[F:1][C:2]([CH2:3][NH:4][C:5](=[O:6])[C:7]1([CH2:20][CH2:21][CH2:22][CH2:23][N:24]2[CH2:25][CH2:26][NH:27][CH2:28][CH2:29]2)[c:8]2[cH:9][cH:10][cH:11][cH:12][c:13]2-[c:14]2[cH:15][cH:16][cH:17][cH:18][c:19]21)([F:30])[F:31]>>[F:1][C:2]([CH2:3][NH:4][C:5](=[O:6])[C:7]1([CH2:20][CH2:21][CH2:22][CH2:23][N:24]2[CH2:25][CH2:26][N:27]([c:33]3[n:34][c:35]4[cH:36][cH:37][cH:38][cH:39][c:40]4[c:41](-[c:43]4[cH:44][cH:45][cH:46][cH:47][cH:48]4)[cH:42]3)[CH2:28][CH2:29]2)[c:8]2[cH:9][cH:10][cH:11][cH:12][c:13]2-[c:14]2[cH:15][cH:16][cH:17][cH:18][c:19]21)([F:30])[F:31]. Reactants: CC1=C(C=C(C(=O)O)C=C1)N1N=NC(=C1)C=1C=NC(=CC1)CN1CCOCC1 (4-methyl-3-[4-(6-morpholin-4-ylmethyl-pyridin-3-yl)-[1,2,3]triazol-1-yl]-benzoic acid), NC=1C(=C(C=C(C1)C(C)(C)C)NS(=O)(=O)C)OC (N-(3-amino-5-tert-butyl-2-methoxy-phenyl)-methane-sulfonamide). The product is C(C)(C)(C)C=1C=C(C(=C(C1)NC(C1=CC(=C(C=C1)C)N1N=NC(=C1)C=1C=NC(=CC1)CN1CCOCC1)=O)OC)NS(=O)(=O)C (N-(5-tert-Butyl-3-methanesulfonylamino-2-methoxy-phenyl)-4-methyl-3-[4-(6-morpholin-4-ylmethyl-pyridin-3-yl)-[1,2,3]triazol-1-yl]-benzamide). RXN SMILES: [CH3:1][C:2]1[CH:10]=[CH:9][C:5]([C:6]([OH:8])=O)=[CH:4][C:3]=1[N:11]1[CH:15]=[C:14]([C:16]2[CH:17]=[N:18][C:19]([CH2:22][N:23]3[CH2:28][CH2:27][O:26][CH2:25][CH2:24]3)=[CH:20][CH:21]=2)[N:13]=[N:12]1.[NH2:29][C:30]1[C:31]([O:45][CH3:46])=[C:32]([NH:40][S:41]([CH3:44])(=[O:43])=[O:42])[CH:33]=[C:34]([C:36]([CH3:39])([CH3:38])[CH3:37])[CH:35]=1>>[C:36]([C:34]1[CH:33]=[C:32]([NH:40][S:41]([CH3:44])(=[O:43])=[O:42])[C:31]([O:45][CH3:46])=[C:30]([NH:29][C:6](=[O:8])[C:5]2[CH:9]=[CH:10][C:2]([CH3:1])=[C:3]([N:11]3[CH:15]=[C:14]([C:16]4[CH:17]=[N:18][C:19]([CH2:22][N:23]5[CH2:24][CH2:25][O:26][CH2:27][CH2:28]5)=[CH:20][CH:21]=4)[N:13]=[N:12]3)[CH:4]=2)[CH:35]=1)([CH3:39])([CH3:37])[CH3:38]. Procedure: Example 13 was prepared by coupling 4-methyl-3-[4-(6-morpholin-4-ylmethyl-pyridin-3-yl)-[1,2,3]triazol-1-yl]-benzoic acid (2:1 with 4-methyl-3-[5-(6-morpholin-4-ylmethyl-pyridin-3-yl)-1,2,3-triazol-1-yl]-benzoic acid) with N-(3-amino-5-tert-butyl-2-methoxy-phenyl)-methane-sulfonamide in the same manner as Example 1. Chromatography separated the triazole isomers. ESI MS m/z 635 [C32H39N7O5S+H]+. Starting materials: NC=1C=C(C=CC1N1C(N(CC1)CCC(=O)OC)=O)C1=CC=C(C=C1)C#N (1-(3-amino-4'-cyano-4-biphenylyl)-3-(2-methoxycarbonyl-ethyl)-imidazolidin-2-one), C(C)(=O)Cl (acetylchloride), C(C)N(C(C)C)C(C)C (ethyl-diisopropylamine). Run in C(Cl)Cl (methylene chloride). Product: N(C(=O)C)C=1C=C(C=CC1N1C(N(CC1)CCC(=O)OC)=O)C1=CC=C(C=C1)C#N (1-(3-Acetamino-4'-cyano-4-biphenylyl)-3-(2-methoxycarbonyl-ethyl)-imidazolidin-2-one). As a reaction SMILES: [NH2:1][C:2]1[CH:3]=[C:4]([C:20]2[CH:25]=[CH:24][C:23]([C:26]#[N:27])=[CH:22][CH:21]=2)[CH:5]=[CH:6][C:7]=1[N:8]1[CH2:12][CH2:11][N:10]([CH2:13][CH2:14][C:15]([O:17][CH3:18])=[O:16])[C:9]1=[O:19].[C:28](Cl)(=[O:30])[CH3:29].C(N(C(C)C)C(C)C)C>C(Cl)Cl>[NH:1]([C:2]1[CH:3]=[C:4]([C:20]2[CH:21]=[CH:22][C:23]([C:26]#[N:27])=[CH:24][CH:25]=2)[CH:5]=[CH:6][C:7]=1[N:8]1[CH2:12][CH2:11][N:10]([CH2:13][CH2:14][C:15]([O:17][CH3:18])=[O:16])[C:9]1=[O:19])[C:28]([CH3:29])=[O:30]. Procedure: Prepared from 1-(3-amino-4'-cyano-4-biphenylyl)-3-(2-methoxycarbonyl-ethyl)-imidazolidin-2-one and acetylchloride in methylene chloride at ambient temperature using ethyl-diisopropylamine.